This data is from the Open Reaction Database (ORD), a public repository of structured organic reaction records. The task is: describe an organic reaction: reactants, conditions, products, and yield The reactants are CCO, [N-]=[N+]=NCCCCCCCCC(=O)O. Product: NCCCCCCCCC(=O)O. As a reaction SMILES: [CH3:15][CH2:16][OH:17].[N:1](=[N+:2]=[N-:3])[CH2:4][CH2:5][CH2:6][CH2:7][CH2:8][CH2:9][CH2:10][CH2:11][C:12](=[O:13])[OH:14]>>[NH2:1][CH2:4][CH2:5][CH2:6][CH2:7][CH2:8][CH2:9][CH2:10][CH2:11][C:12](=[O:13])[OH:14]. Starting materials: [Cu]C#N (Copper (I) cyanide), ClC1=CC=C(C=C1)N=NC1=C(C=C(C(=C1)F)F)I ((4-chloro-phenyl)-(4,5-difluoro-2-iodo-phenyl)-diazene). Run in C(CC)O (1-propanol), C(Cl)Cl.CCCCCCC (CH2Cl2 heptane). Product: ClC1=CC=C(C=C1)N=NC1=C(C#N)C=C(C(=C1)F)F (2-(4-chloro-phenylazo)-4,5-difluoro-benzonitrile). Isolated yield 75.0%. RXN SMILES: [Cu][C:2]#[N:3].[Cl:4][C:5]1[CH:10]=[CH:9][C:8]([N:11]=[N:12][C:13]2[CH:18]=[C:17]([F:19])[C:16]([F:20])=[CH:15][C:14]=2I)=[CH:7][CH:6]=1>C(O)CC.C(Cl)Cl.CCCCCCC>[Cl:4][C:5]1[CH:10]=[CH:9][C:8]([N:11]=[N:12][C:13]2[CH:18]=[C:17]([F:19])[C:16]([F:20])=[CH:15][C:14]=2[C:2]#[N:3])=[CH:7][CH:6]=1 |f:3.4|. Procedure details: Copper (I) cyanide (9.76 g, 109 mmol) was added to a solution of (4-chloro-phenyl)-(4,5-difluoro-2-iodo-phenyl)-diazene (5.89 g, 16 mmol) in 1-propanol (95 ml) under an argon atmosphere. The reaction mixture was heated under reflux conditions for 14 h and diluted with CH2Cl2/heptane 1/1 (70 ml). The suspension was filtered and the filtrate was evaporated to dryness to give the title compound (3.3 g, 12 mmol; 77%) as brown solid which was used in the next step without further purification. MS: m/... Reactants: COc1cc(Br)ccc1C#N, CC1NC(=O)C2(CC2)C1O[Si](C)(C)C(C)(C)C, O=C([O-])[O-], [Cs+], [Cs+], O=C(C=Cc1ccccc1)C=Cc1ccccc1, O=C(C=Cc1ccccc1)C=Cc1ccccc1, O=C(C=Cc1ccccc1)C=Cc1ccccc1, [Pd], [Pd], CC1(C)c2cccc(P(c3ccccc3)c3ccccc3)c2Oc2c(P(c3ccccc3)c3ccccc3)cccc21. Product: COc1cc(N2C(=O)C3(CC3)C(O[Si](C)(C)C(C)(C)C)C2C)ccc1C#N. As a reaction SMILES: [Br:18][c:19]1[cH:20][c:21]([O:27][CH3:28])[c:22]([C:23]#[N:24])[cH:25][cH:26]1.[C:1]([CH3:2])([CH3:3])([CH3:4])[Si:5]([O:6][CH:7]1[CH:8]([CH3:15])[NH:9][C:10](=[O:14])[C:11]12[CH2:12][CH2:13]2)([CH3:16])[CH3:17].[C:29](=[O:30])([O-:31])[O-:32].[Cs+:33].[Cs+:34].[O:115]=[C:116]([CH:117]=[CH:118][c:119]1[cH:120][cH:121][cH:122][cH:123][cH:124]1)[CH:125]=[CH:126][c:127]1[cH:128][cH:129][cH:130][cH:131][cH:132]1.[O:79]=[C:80]([CH:81]=[CH:82][c:83]1[cH:84][cH:85][cH:86][cH:87][cH:88]1)[CH:89]=[CH:90][c:91]1[cH:92][cH:93][cH:94][cH:95][cH:96]1.[O:97]=[C:98]([CH:99]=[CH:100][c:101]1[cH:102][cH:103][cH:104][cH:105][cH:106]1)[CH:107]=[CH:108][c:109]1[cH:110][cH:111][cH:112][cH:113][cH:114]1.[Pd:77].[Pd:78].[c:35]1([P:36]([c:37]2[cH:38][cH:39][cH:40][cH:41][cH:42]2)[c:43]2[c:44]3[c:68]([cH:69][cH:70][cH:71]2)[C:65]([CH3:66])([CH3:67])[c:47]2[c:46]([c:51]([P:52]([c:53]4[cH:54][cH:55][cH:56][cH:57][cH:58]4)[c:59]4[cH:60][cH:61][cH:62][cH:63][cH:64]4)[cH:50][cH:49][cH:48]2)[O:45]3)[cH:72][cH:73][cH:74][cH:75][cH:76]1>>[C:1]([CH3:2])([CH3:3])([CH3:4])[Si:5]([O:6][CH:7]1[CH:8]([CH3:15])[N:9]([c:19]2[cH:20][c:21]([O:27][CH3:28])[c:22]([C:23]#[N:24])[cH:25][cH:26]2)[C:10](=[O:14])[C:11]12[CH2:12][CH2:13]2)([CH3:16])[CH3:17]. Starting materials: C(C)[SiH](CC)CC (triethylsilane), C(=O)(C(F)(F)F)O (TFA), BrCC(=O)C1=C(C=CC=C1)OC (2-bromo-1-(2-methoxy-phenyl)-ethanone), [OH-].[Na+] (NaOH), ice water. Run in C(=O)(O)[O-].[Na+] (NaHCO3). Reaction conditions: time 30 minute. Yields the product BrCCC1=C(C=CC=C1)OC (1-(2-bromo-ethyl)-2-methoxy-benzene). Yield: 69.7%. Reaction SMILES: C([SiH](CC)CC)C.C(O)(C(F)(F)F)=O.[Br:15][CH2:16][C:17]([C:19]1[CH:24]=[CH:23][CH:22]=[CH:21][C:20]=1[O:25][CH3:26])=O.[OH-].[Na+]>C([O-])(O)=O.[Na+]>[Br:15][CH2:16][CH2:17][C:19]1[CH:24]=[CH:23][CH:22]=[CH:21][C:20]=1[O:25][CH3:26] |f:3.4,5.6|. Reported procedure: A mixture of triethylsilane (34.9 g, 0.3 mol), TFA (96 mL) and 2-bromo-1-(2-methoxy-phenyl)-ethanone (6.9 g, 30 mmol) is stirred at rt for 30 min before it is poured onto an ice/water mixture (600 mL). The mixture is neutralised by adding 2 N aq. NaOH and sat. aq. NaHCO3 (200 mL), and is extracted with DCM (2×200 mL). The combined organic extracts are dried over Na2SO4, filtered and evaporated. The obtained residue is purified by chromatography on silica gel (TBME:EA 40:1) to give 1-(2-bromo-eth... Starting materials: C(C)C=1NC2=CC=C(C(=C2C1)C(F)(F)F)C#N (2-ethyl-4-(trifluoromethyl)-1H-indole-5-carbonitrile), ClCC1=NOC(=N1)C1=CC(=CC=C1)C(F)(F)F (3-(chloromethyl)-5-[3-(trifluoromethyl)phenyl]-1,2,4-oxadiazole). The product is C(C)C=1N(C2=CC=C(C(=C2C1)C(F)(F)F)C#N)CC1=NOC(=N1)C1=CC(=CC=C1)C(F)(F)F (2-Ethyl-4-(trifluoromethyl)-1-({5-[3-(trifluoromethyl)phenyl]-1,2,4-oxadiazol-3-yl}methyl)-1H-indole-5-carbonitrile). RXN SMILES: [CH2:1]([C:3]1[NH:4][C:5]2[C:10]([CH:11]=1)=[C:9]([C:12]([F:15])([F:14])[F:13])[C:8]([C:16]#[N:17])=[CH:7][CH:6]=2)[CH3:2].Cl[CH2:19][C:20]1[N:24]=[C:23]([C:25]2[CH:30]=[CH:29][CH:28]=[C:27]([C:31]([F:34])([F:33])[F:32])[CH:26]=2)[O:22][N:21]=1>>[CH2:1]([C:3]1[N:4]([CH2:19][C:20]2[N:24]=[C:23]([C:25]3[CH:30]=[CH:29][CH:28]=[C:27]([C:31]([F:34])([F:32])[F:33])[CH:26]=3)[O:22][N:21]=2)[C:5]2[C:10]([CH:11]=1)=[C:9]([C:12]([F:15])([F:13])[F:14])[C:8]([C:16]#[N:17])=[CH:7][CH:6]=2)[CH3:2]. Reported procedure: Synthesized as described in Example 145B from 2-ethyl-4-(trifluoromethyl)-1H-indole-5-carbonitrile and 3-(chloromethyl)-5-[3-(trifluoromethyl)phenyl]-1,2,4-oxadiazole. MS (ESI): m/z 465 (M+1).